Dataset: the Open Reaction Database (ORD), a public repository of structured organic reaction records. Task: describe an organic reaction: reactants, conditions, products, and yield The reactants are CC(C)C[Al+]CC(C)C, C1CCOC1, [H-], CCOC(=O)c1ccc(OCCCCCCCCCCC2c3c(c4ccccc4c4ccccc34)-c3c2c2ccccc2c2ccccc32)cc1. Product: OCc1ccc(OCCCCCCCCCCC2c3c(c4ccccc4c4ccccc34)-c3c2c2ccccc2c2ccccc32)cc1. As a reaction SMILES: [CH2:53]([Al+:54][CH2:55][CH:56]([CH3:57])[CH3:58])[CH:59]([CH3:60])[CH3:61].[CH2:62]1[O:63][CH2:64][CH2:65][CH2:66]1.[H-:52].[cH:1]1[cH:2][cH:3][cH:4][c:5]2[c:6]3[c:7]([c:8]4[c:16]([c:17]12)[CH:15]([CH2:18][CH2:19][CH2:20][CH2:21][CH2:22][CH2:23][CH2:24][CH2:25][CH2:26][CH2:27][O:28][c:29]1[cH:30][cH:31][c:32]([C:33](=[O:34])[O:35][CH2:36][CH3:37])[cH:38][cH:39]1)[c:14]1[c:9]-4[c:10]2[c:11]([c:12]4[c:13]1[cH:40][cH:41][cH:42][cH:43]4)[cH:44][cH:45][cH:46][cH:47]2)[cH:48][cH:49][cH:50][cH:51]3>>[cH:1]1[cH:2][cH:3][cH:4][c:5]2[c:6]3[c:7]([c:8]4[c:16]([c:17]12)[CH:15]([CH2:18][CH2:19][CH2:20][CH2:21][CH2:22][CH2:23][CH2:24][CH2:25][CH2:26][CH2:27][O:28][c:29]1[cH:30][cH:31][c:32]([CH2:33][OH:34])[cH:38][cH:39]1)[c:14]1[c:9]-4[c:10]2[c:11]([c:12]4[c:13]1[cH:40][cH:41][cH:42][cH:43]4)[cH:44][cH:45][cH:46][cH:47]2)[cH:48][cH:49][cH:50][cH:51]3. The reactants are CC(=O)CCC(CCC(C)=O)C(C)C, Cc1ccc(S(=O)(=O)O)cc1, c1ccccc1. The product is CC(=O)CCC(CCC(C)O)C(C)C. As a reaction SMILES: [CH:1]([CH3:2])([CH3:3])[CH:4]([CH2:5][CH2:6][C:7]([CH3:8])=[O:9])[CH2:10][CH2:11][C:12]([CH3:13])=[O:14].[c:15]1([CH3:16])[cH:17][cH:18][c:19]([S:20]([OH:21])(=[O:22])=[O:23])[cH:24][cH:25]1.[cH:26]1[cH:27][cH:28][cH:29][cH:30][cH:31]1>>[CH:1]([CH3:2])([CH3:3])[CH:4]([CH2:5][CH2:6][C:7]([CH3:8])=[O:9])[CH2:10][CH2:11][CH:12]([CH3:13])[OH:14]. The reactants are CCn1cnc2c(Nc3ccc([N+](=O)[O-])cc3)nc(NC3CCC(O)CC3)nc21, CO, NN, O. Yields the product CCn1cnc2c(Nc3ccc(N)cc3)nc(NC3CCC(O)CC3)nc21. As a reaction SMILES: [CH2:1]([CH3:2])[n:3]1[c:4]2[n:5][c:6]([NH:22][CH:23]3[CH2:24][CH2:25][CH:26]([OH:29])[CH2:27][CH2:28]3)[n:7][c:8]([NH:12][c:13]3[cH:14][cH:15][c:16]([N+:19]([O-:20])=[O:21])[cH:17][cH:18]3)[c:9]2[n:10][cH:11]1.[CH3:33][OH:34].[NH2:31][NH2:32].[OH2:30]>>[CH2:1]([CH3:2])[n:3]1[c:4]2[n:5][c:6]([NH:22][CH:23]3[CH2:24][CH2:25][CH:26]([OH:29])[CH2:27][CH2:28]3)[n:7][c:8]([NH:12][c:13]3[cH:14][cH:15][c:16]([NH2:19])[cH:17][cH:18]3)[c:9]2[n:10][cH:11]1. Starting materials: CC1(C)OB(c2ccc3c(c2)C(CCCCCCBr)(CCCCCCBr)c2ccccc2-3)OC1(C)C, Brc1ccc(Br)c2snnc12, O=C([O-])[O-], Cc1ccccc1, [K+], [K+], O, c1ccc(P(c2ccccc2)(c2ccccc2)[Pd](P(c2ccccc2)(c2ccccc2)c2ccccc2)(P(c2ccccc2)(c2ccccc2)c2ccccc2)P(c2ccccc2)(c2ccccc2)c2ccccc2)cc1. The product is BrCCCCCCC1(CCCCCCBr)c2ccccc2-c2ccc(-c3ccc(Br)c4snnc34)cc21. RXN SMILES: [Br:1][CH2:2][CH2:3][CH2:4][CH2:5][CH2:6][CH2:7][C:8]1([CH2:30][CH2:31][CH2:32][CH2:33][CH2:34][CH2:35][Br:36])[c:9]2[cH:10][cH:11][cH:12][cH:13][c:14]2-[c:15]2[cH:16][cH:17][c:18]([B:21]3[O:22][C:23]([CH3:24])([CH3:25])[C:26]([CH3:27])([CH3:28])[O:29]3)[cH:19][c:20]21.[Br:37][c:38]1[cH:39][cH:40][c:41]([Br:47])[c:42]2[c:43]1[n:44][n:45][s:46]2.[C:48](=[O:49])([O-:50])[O-:51].[CH3:132][c:133]1[cH:134][cH:135][cH:136][cH:137][cH:138]1.[K+:52].[K+:53].[OH2:54].[cH:55]1[cH:56][cH:57][c:58]([P:59]([Pd:60]([P:61]([c:62]2[cH:63][cH:64][cH:65][cH:66][cH:67]2)([c:68]2[cH:69][cH:70][cH:71][cH:72][cH:73]2)[c:74]2[cH:75][cH:76][cH:77][cH:78][cH:79]2)([P:80]([c:81]2[cH:82][cH:83][cH:84][cH:85][cH:86]2)([c:87]2[cH:88][cH:89][cH:90][cH:91][cH:92]2)[c:93]2[cH:94][cH:95][cH:96][cH:97][cH:98]2)[P:99]([c:100]2[cH:101][cH:102][cH:103][cH:104][cH:105]2)([c:106]2[cH:107][cH:108][cH:109][cH:110][cH:111]2)[c:112]2[cH:113][cH:114][cH:115][cH:116][cH:117]2)([c:118]2[cH:119][cH:120][cH:121][cH:122][cH:123]2)[c:124]2[cH:125][cH:126][cH:127][cH:128][cH:129]2)[cH:130][cH:131]1>>[Br:1][CH2:2][CH2:3][CH2:4][CH2:5][CH2:6][CH2:7][C:8]1([CH2:30][CH2:31][CH2:32][CH2:33][CH2:34][CH2:35][Br:36])[c:9]2[cH:10][cH:11][cH:12][cH:13][c:14]2-[c:15]2[cH:16][cH:17][c:18](-[c:38]3[cH:39][cH:40][c:41]([Br:47])[c:42]4[c:43]3[n:44][n:45][s:46]4)[cH:19][c:20]21. The reactants are CI, CO, [K+], [K+], O=C([O-])[O-], CC1(C)C(=O)N=C2C1=C(O)C(=O)c1ccccc12. The product is COC1=C2C(=NC(=O)C2(C)C)c2ccccc2C1=O. Reaction SMILES: [CH3:25][I:26].[CH3:27][OH:28].[K+:19].[K+:20].[O-:21][C:22]([O-:23])=[O:24].[OH:1][C:2]1=[C:3]2[C:4]([CH3:17])([CH3:18])[C:5](=[O:16])[N:6]=[C:7]2[c:8]2[c:9]([cH:12][cH:13][cH:14][cH:15]2)[C:10]1=[O:11]>>[O:1]([C:2]1=[C:3]2[C:4]([CH3:17])([CH3:18])[C:5](=[O:16])[N:6]=[C:7]2[c:8]2[c:9]([cH:12][cH:13][cH:14][cH:15]2)[C:10]1=[O:11])[CH3:22]. Starting materials: BrCc1ccc(-c2nc3ccccc3o2)cc1, O=C([O-])[O-], CCC(C)=O, [K+], [K+], Oc1ccc(-n2nc3ccccc3n2)c(O)c1. Product: Oc1cc(OCc2ccc(-c3nc4ccccc4o3)cc2)ccc1-n1nc2ccccc2n1. As a reaction SMILES: [Br:18][CH2:19][c:20]1[cH:21][cH:22][c:23](-[c:26]2[o:27][c:28]3[c:29]([n:30]2)[cH:31][cH:32][cH:33][cH:34]3)[cH:24][cH:25]1.[C:40](=[O:41])([O-:42])[O-:43].[CH3:35][C:36](=[O:37])[CH2:38][CH3:39].[K+:44].[K+:45].[OH:1][c:2]1[c:3](-[n:9]2[n:10][c:11]3[c:12]([n:13]2)[cH:14][cH:15][cH:16][cH:17]3)[cH:4][cH:5][c:6]([OH:8])[cH:7]1>>[OH:1][c:2]1[c:3](-[n:9]2[n:10][c:11]3[c:12]([n:13]2)[cH:14][cH:15][cH:16][cH:17]3)[cH:4][cH:5][c:6]([O:8][CH2:19][c:20]2[cH:21][cH:22][c:23](-[c:26]3[o:27][c:28]4[c:29]([n:30]3)[cH:31][cH:32][cH:33][cH:34]4)[cH:24][cH:25]2)[cH:7]1.